From a dataset of the Open Reaction Database (ORD), a public repository of structured organic reaction records. describe an organic reaction: reactants, conditions, products, and yield Starting materials: C(C)OC(C1=C(C=C(C=C1)[N+](=O)[O-])NC1CCOCC1)=O (4-Nitro-2-(tetrahydro-pyran-4-ylamino)-benzoic acid ethyl ester), [OH-].[Na+] (NaOH). Solvent: C(C)O (ethanol). Conditions: temperature 60 celsius, time 4 hour. Yields the product [N+](=O)([O-])C1=CC(=C(C(=O)O)C=C1)NC1CCOCC1 (4-nitro-2-(tetrahydro-pyran-4-ylamino)-benzoic acid). Yield: 91.9%. Reaction SMILES: C([O:3][C:4](=[O:21])[C:5]1[CH:10]=[CH:9][C:8]([N+:11]([O-:13])=[O:12])=[CH:7][C:6]=1[NH:14][CH:15]1[CH2:20][CH2:19][O:18][CH2:17][CH2:16]1)C.[OH-].[Na+]>C(O)C>[N+:11]([C:8]1[CH:9]=[CH:10][C:5]([C:4]([OH:21])=[O:3])=[C:6]([NH:14][CH:15]2[CH2:20][CH2:19][O:18][CH2:17][CH2:16]2)[CH:7]=1)([O-:13])=[O:12] |f:1.2|. Reported procedure: 4-Nitro-2-(tetrahydro-pyran-4-ylamino)-benzoic acid ethyl ester (11.2 g, 38 mmol) was dissolved in 200 mL of ethanol at 60° C. then 2N NaOH was added (40 mL, 80 mmol). The mixture was stirred at 60° C. for 4 hours, then the solvent removed under reduced pressure. The residue was taken-up with 200 mL of water and the mixture brought to acidic pH with 2N HCl (35 mL). The precipitated yellow solid was filtered, washed with plenty of water and dried in oven at 40° C. affording the title compound (9.... Reactants: C(C)OC(=O)C=1N(C2=CC=C(C=C2C1CNC)F)CC1=CC=CC2=CC=CC=C12 (5-Fluoro-3-methylaminomethyl-1-naphthalen-1-ylmethyl-1H-indole-2-carboxylic acid ethyl ester), ClC(=O)OCC (ethyl chloroformate). Product: C(C)OC(=O)C=1N(C2=CC=C(C=C2C1CN(C)C(=O)OCC)F)CC1=CC=CC2=CC=CC=C12 (3-[(ethoxycarbonyl-methyl-amino)-methyl]-5-fluoro-1-naphthalen-1-ylmethyl-1H-indole-2-carboxylic acid ethyl ester). Reaction SMILES: [CH2:1]([O:3][C:4]([C:6]1[N:7]([CH2:19][C:20]2[C:29]3[C:24](=[CH:25][CH:26]=[CH:27][CH:28]=3)[CH:23]=[CH:22][CH:21]=2)[C:8]2[C:13]([C:14]=1[CH2:15][NH:16][CH3:17])=[CH:12][C:11]([F:18])=[CH:10][CH:9]=2)=[O:5])[CH3:2].Cl[C:31]([O:33][CH2:34][CH3:35])=[O:32]>>[CH2:1]([O:3][C:4]([C:6]1[N:7]([CH2:19][C:20]2[C:29]3[C:24](=[CH:25][CH:26]=[CH:27][CH:28]=3)[CH:23]=[CH:22][CH:21]=2)[C:8]2[C:13]([C:14]=1[CH2:15][N:16]([C:31]([O:33][CH2:34][CH3:35])=[O:32])[CH3:17])=[CH:12][C:11]([F:18])=[CH:10][CH:9]=2)=[O:5])[CH3:2]. Procedure: 5-Fluoro-3-methylaminomethyl-1-naphthalen-1-ylmethyl-1H-indole-2-carboxylic acid ethyl ester (from Example 86.1.) was reacted with ethyl chloroformate as described in Example 77.1. to give 3-[(ethoxycarbonyl-methyl-amino)-methyl]-5-fluoro-1-naphthalen-1-ylmethyl-1H-indole-2-carboxylic acid ethyl ester which was hydrolyzed as described in the general procedure B (Exp. 2.2) to give the title compound as a colorless solid. MS: 433.5 ([M−H]−). Reactants: CC(=O)[O-], COc1ccc2nc(Cl)nc(NC3CCCCC3NC(=O)OC(C)(C)C)c2c1, CC(=O)[O-], COc1ccc(CN)cc1, CC(C)(C)[O-], Cc1ccccc1, [Na+], [Pd+2], c1ccc(P(c2ccccc2)c2ccc3ccccc3c2-c2c(P(c3ccccc3)c3ccccc3)ccc3ccccc23)cc1. The product is COc1ccc(CNc2nc(NC3CCCCC3NC(=O)OC(C)(C)C)c3cc(OC)ccc3n2)cc1. Reaction SMILES: [C:103]([O-:104])(=[O:105])[CH3:106].[C:1]([CH3:2])([CH3:3])([CH3:4])[O:5][C:6](=[O:7])[NH:8][CH:9]1[CH:10]([NH:15][c:16]2[n:17][c:18]([Cl:28])[n:19][c:20]3[cH:21][cH:22][c:23]([O:26][CH3:27])[cH:24][c:25]23)[CH2:11][CH2:12][CH2:13][CH2:14]1.[C:98]([O-:99])(=[O:100])[CH3:101].[CH3:29][O:30][c:31]1[cH:32][cH:33][c:34]([CH2:35][NH2:36])[cH:37][cH:38]1.[CH3:85][C:86]([CH3:87])([O-:88])[CH3:89].[CH3:91][c:92]1[cH:93][cH:94][cH:95][cH:96][cH:97]1.[Na+:90].[Pd+2:102].[c:39]1([P:40]([c:41]2[cH:42][cH:43][cH:44][cH:45][cH:46]2)[c:47]2[cH:48][cH:49][c:50]3[c:51]([cH:52][cH:53][cH:54][cH:55]3)[c:56]2-[c:57]2[c:58]3[c:59]([cH:60][cH:61][cH:62][cH:63]3)[cH:64][cH:65][c:66]2[P:67]([c:68]2[cH:69][cH:70][cH:71][cH:72][cH:73]2)[c:74]2[cH:75][cH:76][cH:77][cH:78][cH:79]2)[cH:80][cH:81][cH:82][cH:83][cH:84]1>>[C:1]([CH3:2])([CH3:3])([CH3:4])[O:5][C:6](=[O:7])[NH:8][CH:9]1[CH:10]([NH:15][c:16]2[n:17][c:18]([NH:36][CH2:35][c:34]3[cH:33][cH:32][c:31]([O:30][CH3:29])[cH:38][cH:37]3)[n:19][c:20]3[cH:21][cH:22][c:23]([O:26][CH3:27])[cH:24][c:25]23)[CH2:11][CH2:12][CH2:13][CH2:14]1. Starting materials: O1CCN(CC1)C1=CC=C(N)C=C1 (4-morpholinoaniline), NCC(=O)O (glycine), CN(C1=CC=C(C(=O)[O-])C=C1)C (4-dimethylaminobenzoate). Product: O1CCN(CC1)C1=CC=C(C=C1)NC(CNC(C1=CC=C(C=C1)N(C)C)=O)=O (N-(2-(4-Morpholinophenyl)amino-2-oxoethyl)-4-dimethylaminobenzamide). Reaction SMILES: [O:1]1[CH2:6][CH2:5][N:4]([C:7]2[CH:13]=[CH:12][C:10]([NH2:11])=[CH:9][CH:8]=2)[CH2:3][CH2:2]1.[NH2:14][CH2:15][C:16]([OH:18])=O.[CH3:19][N:20]([CH3:30])[C:21]1[CH:29]=[CH:28][C:24]([C:25]([O-])=[O:26])=[CH:23][CH:22]=1>>[O:1]1[CH2:2][CH2:3][N:4]([C:7]2[CH:13]=[CH:12][C:10]([NH:11][C:16](=[O:18])[CH2:15][NH:14][C:25](=[O:26])[C:24]3[CH:23]=[CH:22][C:21]([N:20]([CH3:19])[CH3:30])=[CH:29][CH:28]=3)=[CH:9][CH:8]=2)[CH2:5][CH2:6]1. Procedure details: Compound 467 was prepared according to the procedure described in Scheme IV from 4-morpholinoaniline, glycine, and 4-dimethylaminobenzoate. 1H NMR (500 MHz, CDCl3) δ 8.46 (s, 1H), 7.74 (s, J=9 Hz, 2H), 6.82 (t, J=5.5 Hz, 1H), 6.68 (d, J=9 Hz, 2H), 4.25 (d, J=5.5 Hz, 2H), 3.85 (m, 4H), 3.11 (m, 4H), 3.04 (s, 6H). Reactants: CCCC(C)C, CCOC(C)=O, O=[N+]([O-])c1ccc(F)cc1, [H-], [Na+], CN(C)C=O, O, CCOC(=O)C1CCC(O)CC1. Yields the product CCOC(=O)C1CCC(Oc2ccc([N+](=O)[O-])cc2)CC1. Reaction SMILES: [CH3:25][CH2:26][CH2:27][CH:28]([CH3:29])[CH3:30].[CH3:36][CH2:37][O:38][C:39]([CH3:40])=[O:41].[F:15][c:16]1[cH:17][cH:18][c:19]([N+:22](=[O:23])[O-:24])[cH:20][cH:21]1.[H-:13].[Na+:14].[O:31]=[CH:32][N:33]([CH3:34])[CH3:35].[OH2:42].[OH:1][CH:2]1[CH2:3][CH2:4][CH:5]([C:8](=[O:9])[O:10][CH2:11][CH3:12])[CH2:6][CH2:7]1>>[O:1]([CH:2]1[CH2:3][CH2:4][CH:5]([C:8](=[O:9])[O:10][CH2:11][CH3:12])[CH2:6][CH2:7]1)[c:16]1[cH:17][cH:18][c:19]([N+:22](=[O:23])[O-:24])[cH:20][cH:21]1. Reactants: BrC1=CC(=C(C(=O)OC(C)(C)C)C=C1)NC(=O)C=1C=NC=C(C1)C1=CC=CC=C1 (Tert-butyl 4-bromo-2-(5-phenylpyridine-3-carboxamido)benzoate), C([O-])([O-])=O.[Na+].[Na+] (sodium carbonate), C(C)N(C1=CC(=CC=C1)B1OC(C(O1)(C)C)(C)C)CC (N,N-diethyl-3-(4,4,5,5-tetramethyl-1,3,2-dioxaborolan-2-yl)aniline). Reagents/catalysts: Cl[Pd]([P](C1=CC=CC=C1)(C2=CC=CC=C2)C3=CC=CC=C3)([P](C4=CC=CC=C4)(C5=CC=CC=C5)C6=CC=CC=C6)Cl (bis(triphenylphosphine)palladium(II) dichloride). The solvent is COCCOC (ethylene glycol dimethyl ether), O (water), C(Cl)(Cl)Cl (chloroform), O (water). Product: C(C)N(C=1C=C(C=CC1)C1=CC(=C(C(=O)OC(C)(C)C)C=C1)NC(=O)C=1C=NC=C(C1)C1=CC=CC=C1)CC (tert-butyl 4-(3-(diethylamino)phenyl)-2-(5-phenylpyridine-3-carboxamido)benzoate). The yield is 94.8%. RXN SMILES: Br[C:2]1[CH:14]=[CH:13][C:5]([C:6]([O:8][C:9]([CH3:12])([CH3:11])[CH3:10])=[O:7])=[C:4]([NH:15][C:16]([C:18]2[CH:19]=[N:20][CH:21]=[C:22]([C:24]3[CH:29]=[CH:28][CH:27]=[CH:26][CH:25]=3)[CH:23]=2)=[O:17])[CH:3]=1.C(=O)([O-])[O-].[Na+].[Na+].[CH2:36]([N:38]([CH2:54][CH3:55])[C:39]1[CH:44]=[CH:43][CH:42]=[C:41](B2OC(C)(C)C(C)(C)O2)[CH:40]=1)[CH3:37]>Cl[Pd](Cl)([P](C1C=CC=CC=1)(C1C=CC=CC=1)C1C=CC=CC=1)[P](C1C=CC=CC=1)(C1C=CC=CC=1)C1C=CC=CC=1.C(Cl)(Cl)Cl.O.COCCOC>[CH2:54]([N:38]([CH2:36][CH3:37])[C:39]1[CH:40]=[C:41]([C:2]2[CH:14]=[CH:13][C:5]([C:6]([O:8][C:9]([CH3:11])([CH3:10])[CH3:12])=[O:7])=[C:4]([NH:15][C:16]([C:18]3[CH:19]=[N:20][CH:21]=[C:22]([C:24]4[CH:29]=[CH:28][CH:27]=[CH:26][CH:25]=4)[CH:23]=3)=[O:17])[CH:3]=2)[CH:42]=[CH:43][CH:44]=1)[CH3:55] |f:1.2.3,^1:58,77|. Reported procedure: Tert-butyl 4-bromo-2-(5-phenylpyridine-3-carboxamido)benzoate (0.11 g), sodium carbonate (64 mg), water (0.30 mL), and bis(triphenylphosphine)palladium(II) dichloride (3.5 mg) were added to an ethylene glycol dimethyl ether (1.0 mL) solution of N,N-diethyl-3-(4,4,5,5-tetramethyl-1,3,2-dioxaborolan-2-yl)aniline (83 mg), followed by heating to reflux under a nitrogen atmosphere for 2 hours and 40 minutes. The reaction mixture was cooled to room temperature, and then water and chloroform were added... Starting materials: Cl (hydrochloric acid), C(=C=C)OC1=C(C=CC=C1)S(=O)(=O)N (2-allenyloxyphenylsulfonamide), COC1=NC(=NC(=N1)C)N(C([O-])=O)C1=CC=CC=C1 (4-methoxy-6-methyl-1,3,5-triazin-2-ylphenylcarbamate), N12CCCCCC2=NCCC1 (1,8-diazabicyclo[5.4.0]undec-7-ene). The solvent is O1CCOCC1 (dioxane), O (water). Run at time 4 hour. The product is C(=C=C)OC1=C(C=CC=C1)S(=O)(=O)NC(=O)NC1=NC(=NC(=N1)OC)C (N-(2-allenyloxyphenylsulfonyl)-N'-(4-methoxy-6-methyl-1,3,5-triazin-2-yl)urea). The yield is 59.4%. RXN SMILES: [CH:1]([O:4][C:5]1[CH:10]=[CH:9][CH:8]=[CH:7][C:6]=1[S:11]([NH2:14])(=[O:13])=[O:12])=[C:2]=[CH2:3].[CH3:15][O:16][C:17]1[N:22]=[C:21]([CH3:23])[N:20]=[C:19]([N:24](C2C=CC=CC=2)[C:25](=O)[O-:26])[N:18]=1.N12CCCN=C1CCCCC2.Cl>O.O1CCOCC1>[CH:1]([O:4][C:5]1[CH:10]=[CH:9][CH:8]=[CH:7][C:6]=1[S:11]([NH:14][C:25]([NH:24][C:19]1[N:18]=[C:17]([O:16][CH3:15])[N:22]=[C:21]([CH3:23])[N:20]=1)=[O:26])(=[O:12])=[O:13])=[C:2]=[CH2:3]. Reported procedure: A mixture of 1.7 g of 2-allenyloxyphenylsulfonamide, 2.08 g of 4-methoxy-6-methyl-1,3,5-triazin-2-ylphenylcarbamate, 1.22 g of 1,8-diazabicyclo[5.4.0]undec-7-ene (1.5-5) and 150 ml of absolute dioxane is stirred for 4 hours at 20°-25° C. The reaction mixture is poured into water and, after adjusting the pH 6 by the dropwise addition of 10% hydrochloric acid, extracted with ethyl acetate. The organic phase is dried and concentrated by evaporation. The residue is crystallised from ethyl acetate to...